Dataset: the Open Reaction Database (ORD), a public repository of structured organic reaction records. Task: describe an organic reaction: reactants, conditions, products, and yield Starting materials: ClC1=C(C=CC=C1)CN1C(=NC=C1CC(=O)O)SCCC (1-(2-chlorophenyl)methyl-5-carboxymethyl-2-propylthio-1H-imidazole), C(C1=CC=CC=C1)C(CC(=O)OC)C=1SC=CC1 (methyl 3-benzyl-3-(2-thienyl)propanoate), ( 7 ), iii, C(CCC)C=1N(C(=CN1)/C(=C(/C(=O)O)\C1=CC=NC=C1)/C)CC1=C(C=CC=C1)Cl ((E)-3-[2-n-butyl-1-{(2-chlorophenyl)methyl}-1H-imidazol-5-yl]-2-(4-pyridyl)-methyl-2-propenoic acid). Product: C(CCC)C=1N(C(=CN1)/C=C(/C(=O)O)\C(CC1=CC=CC=C1)C=1SC=CC1)CC1=C(C=CC=C1)Cl ((E)-3-[2-n-Butyl-1-{(2-chlorophenyl)methyl}-1H-imidazol-5-yl]-2-[2-phenyl-1-(2-thienyl)ethyl]-2-propenoic Acid). RXN SMILES: ClC1C=CC=CC=1CN1C(CC(O)=O)=CN=C1SCCC.[CH2:22]([C:26]1[N:27]([CH2:43][C:44]2[CH:49]=[CH:48][CH:47]=[CH:46][C:45]=2[Cl:50])[C:28](/[C:31](/C)=C(\C2C=CN=CC=2)/C(O)=O)=[CH:29][N:30]=1)[CH2:23][CH2:24][CH3:25].[CH2:51]([CH:58]([C:64]1[S:65][CH:66]=[CH:67][CH:68]=1)[CH2:59][C:60]([O:62]C)=[O:61])[C:52]1[CH:57]=[CH:56][CH:55]=[CH:54][CH:53]=1>>[CH2:22]([C:26]1[N:27]([CH2:43][C:44]2[CH:49]=[CH:48][CH:47]=[CH:46][C:45]=2[Cl:50])[C:28](/[CH:31]=[C:59](\[CH:58]([C:64]2[S:65][CH:66]=[CH:67][CH:68]=2)[CH2:51][C:52]2[CH:57]=[CH:56][CH:55]=[CH:54][CH:53]=2)/[C:60]([OH:62])=[O:61])=[CH:29][N:30]=1)[CH2:23][CH2:24][CH3:25]. Procedure: The title compound was prepared using the procedure of Example 1 (i, ii, iii, iv [Method B]) replacing methyl 3-(2-thienyl)propanoate with methyl 3-benzyl-3-(2-thienyl)propanoate [prepared following the procedure described in Tetra. 44 (7) 2055 (1988]; mp 200°-202° C.